The task is: describe an organic reaction: reactants, conditions, products, and yield. This data is from the Open Reaction Database (ORD), a public repository of structured organic reaction records. Starting materials: [F-].C(CCC)[N+](CCCC)(CCCC)CCCC (tetrabutylammonium fluoride), C(C)(=O)O[BH-](OC(C)=O)OC(C)=O.[Na+] (Sodium triacetoxyborohydride), CC(C)(C)[Si](OCC1=CN=C2N1C=CC=C2C=O)(C)C (3-({[(1,1-dimethylethyl)(dimethyl)silyl]oxy}methyl)imidazo[1,2-a]pyridine-8-carbaldehyde), S(=O)(=O)([O-])[O-].[Mg+2] (magnesium sulphate), Cl.ClC1=C(C=CC=C1Cl)O[C@@H]1C[C@H](C1)N (trans-3-[(2,3-dichlorophenyl)oxy]cyclobutanamine hydrochloride), CCN(C(C)C)C(C)C (DIPEA), C([O-])(O)=O.[Na+] (sodium bicarbonate), C(C)(=O)O[BH-](OC(C)=O)OC(C)=O.[Na+] (sodium triacetoxyborohydride). Run at time 15 minute. Yields the product ClC1=C(C=CC=C1Cl)O[C@@H]1C[C@H](C1)NCC=1C=2N(C=CC1)C(=CN2)CO ({8-[({trans-3-[(2,3-Dichlorophenyl)oxy]cyclobutyl}amino)methyl]imidazo[1,2-a]pyridin-3-yl}methanol). Isolated yield 122.3%. Run in C(Cl)Cl (DCM), C1CCOC1 (THF), C1CCOC1 (THF), CO (MeOH), C(Cl)Cl (DCM). RXN SMILES: CC([Si](C)(C)[O:6][CH2:7][C:8]1[N:12]2[CH:13]=[CH:14][CH:15]=[C:16]([CH:17]=O)[C:11]2=[N:10][CH:9]=1)(C)C.S([O-])([O-])(=O)=O.[Mg+2].Cl.[Cl:28][C:29]1[C:34]([Cl:35])=[CH:33][CH:32]=[CH:31][C:30]=1[O:36][C@H:37]1[CH2:40][C@H:39]([NH2:41])[CH2:38]1.CCN(C(C)C)C(C)C.C(O[BH-](OC(=O)C)OC(=O)C)(=O)C.[Na+].C(=O)(O)[O-].[Na+].[F-].C([N+](CCCC)(CCCC)CCCC)CCC>CO.C(Cl)Cl.C1COCC1>[Cl:28][C:29]1[C:34]([Cl:35])=[CH:33][CH:32]=[CH:31][C:30]=1[O:36][C@H:37]1[CH2:38][C@H:39]([NH:41][CH2:17][C:16]2[C:11]3[N:12]([C:8]([CH2:7][OH:6])=[CH:9][N:10]=3)[CH:13]=[CH:14][CH:15]=2)[CH2:40]1 |f:1.2,3.4,6.7,8.9,10.11|. Reported procedure: To a solution of ethyl 3-({[(1,1-dimethylethyl)(dimethyl)silyl]oxy}methyl)imidazo[1,2-a]pyridine-8-carboxylate (300 mg, 0.897 mmol) in THF (5 mL) at −78° C. under nitrogen was added dropwise, over 10 minutes, diisobutylaluminium hydride (1M in hexanes, 0.9 mL, 0.9 mmol) and the reaction mixture stirred at −78° C. for a further 2.5 hours. The reaction was then allowed to warm slowly to room temperature and stirred under nitrogen for a further 16.5 hours when LCMS indicated the reaction to be inco... The reactants are CC(C)CC(C)O, CO, CN1C(=O)C2(CC2)CN(C2CCCCC2)c2nc(Cl)ncc21, COc1cc(C(=O)NCC(C)(C)CN(C)C)ccc1N, O, O, Cc1ccc(S(=O)(=O)O)cc1. The product is COc1cc(C(=O)NCC(C)(C)CN(C)C)ccc1Nc1ncc2c(n1)N(C1CCCCC1)CC1(CC1)C(=O)N2C. As a reaction SMILES: [CH3:55][CH:56]([CH3:57])[CH2:58][CH:59]([OH:60])[CH3:61].[CH3:62][OH:63].[Cl:1][c:2]1[n:3][cH:4][c:5]2[c:13]([n:14]1)[N:12]([CH:15]1[CH2:16][CH2:17][CH2:18][CH2:19][CH2:20]1)[CH2:11][C:8]1([C:7](=[O:21])[N:6]2[CH3:22])[CH2:9][CH2:10]1.[NH2:23][c:24]1[c:25]([O:41][CH3:42])[cH:26][c:27]([C:28](=[O:29])[NH:30][CH2:31][C:32]([CH2:33][N:34]([CH3:35])[CH3:36])([CH3:37])[CH3:38])[cH:39][cH:40]1.[OH2:43].[OH2:64].[c:44]1([CH3:45])[cH:46][cH:47][c:48]([S:49]([OH:50])(=[O:51])=[O:52])[cH:53][cH:54]1>>[c:2]1([NH:23][c:24]2[c:25]([O:41][CH3:42])[cH:26][c:27]([C:28](=[O:29])[NH:30][CH2:31][C:32]([CH2:33][N:34]([CH3:35])[CH3:36])([CH3:37])[CH3:38])[cH:39][cH:40]2)[n:3][cH:4][c:5]2[c:13]([n:14]1)[N:12]([CH:15]1[CH2:16][CH2:17][CH2:18][CH2:19][CH2:20]1)[CH2:11][C:8]1([C:7](=[O:21])[N:6]2[CH3:22])[CH2:9][CH2:10]1. Reactants: [OH-].[Na+] (sodium hydroxide), C(C)(=O)OCC(=O)N(C)[C@@H]1CC[C@H](CC1)C(=O)NC1=C(OC2=C1C=C(C=C2)C(=O)N(C)C)C(=O)NC2=NC=C(C=C2)Cl (Trans-3-[4-(N-acetoxyacetyl-N-methylamino)cyclohexylcarbonylamino]-5-dimethylaminocarbonyl-N-(5-chloropyridin-2-yl)benzofuran-2-carboxamide), Cl (hydrochloric acid). The solvent is C(Cl)(Cl)Cl (chloroform), O1CCCC1.CO (tetrahydrofuran methanol). Run at time 4 hour. The product is CN(C(=O)C=1C=CC2=C(C(=C(O2)C(=O)NC2=NC=C(C=C2)Cl)NC(=O)[C@@H]2CC[C@H](CC2)N(C)C(CO)=O)C1)C (Trans-5-dimethylaminocarbonyl-3-[4-(N-hydroxyacetyl-N-methylamino)cyclohexylcarbonylamino]-N-(5-chloropyridin-2-yl)benzofuran-2-carboxamide). Isolated yield 52.0%. RXN SMILES: C([O:4][CH2:5][C:6]([N:8]([C@H:10]1[CH2:15][CH2:14][C@H:13]([C:16]([NH:18][C:19]2[C:23]3[CH:24]=[C:25]([C:28]([N:30]([CH3:32])[CH3:31])=[O:29])[CH:26]=[CH:27][C:22]=3[O:21][C:20]=2[C:33]([NH:35][C:36]2[CH:41]=[CH:40][C:39]([Cl:42])=[CH:38][N:37]=2)=[O:34])=[O:17])[CH2:12][CH2:11]1)[CH3:9])=[O:7])(=O)C.[OH-].[Na+].Cl>O1CCCC1.CO.C(Cl)(Cl)Cl>[CH3:31][N:30]([CH3:32])[C:28]([C:25]1[CH:26]=[CH:27][C:22]2[O:21][C:20]([C:33]([NH:35][C:36]3[CH:41]=[CH:40][C:39]([Cl:42])=[CH:38][N:37]=3)=[O:34])=[C:19]([NH:18][C:16]([C@H:13]3[CH2:14][CH2:15][C@H:10]([N:8]([C:6](=[O:7])[CH2:5][OH:4])[CH3:9])[CH2:11][CH2:12]3)=[O:17])[C:23]=2[CH:24]=1)=[O:29] |f:1.2,4.5|. Reported procedure: Trans-3-[4-(N-acetoxyacetyl-N-methylamino)cyclohexylcarbonylamino]-5-dimethylaminocarbonyl-N-(5-chloropyridin-2-yl)benzofuran-2-carboxamide (91 mg) obtained in Example 398 is dissolved in tetrahydrofuran/methanol (2:3, 5 ml), and thereto is added at room temperature 2N aqueous sodium hydroxide solution (300 μl), and the mixture is stirred for 4 hours. The reaction solution is acidified with diluted hydrochloric acid, and the mixture is diluted with chloroform. The mixture is dried over sodium su... Reactants: [N+](=O)([O-])C1=CC=C(C=O)C=C1 (4-Nitrobenzaldehyde), C(=O)(OCC)C1C(C(P(C1)C1=CC=CC=C1)(C1=CC=CC=C1)C1=CC=CC=C1)=C (carboethoxy-methylenetriphenylphospholan). Run in C(Cl)Cl (methylene chloride). Reaction conditions: temperature 0 celsius, time 1 hour. Yields the product [N+](=O)([O-])C1=CC=C(C=C1)C=CC(=O)OCC (ethyl 3-(4-nitrophenyl)acrylate). Yield: 89.8%. As a reaction SMILES: [N+:1]([C:4]1[CH:11]=[CH:10][C:7]([CH:8]=O)=[CH:6][CH:5]=1)([O-:3])=[O:2].[C:12]([CH:17]1CP(C2C=CC=CC=2)C(C2C=CC=CC=2)(C2C=CC=CC=2)C1=C)([O:14][CH2:15][CH3:16])=[O:13]>C(Cl)Cl>[N+:1]([C:4]1[CH:11]=[CH:10][C:7]([CH:8]=[CH:17][C:12]([O:14][CH2:15][CH3:16])=[O:13])=[CH:6][CH:5]=1)([O-:3])=[O:2]. Reported procedure: 4-Nitrobenzaldehyde (1 g) was dissolved in methylene chloride (20 ml), and the reaction system was cooled to 0° C. The solution was added with carboethoxy-methylenetriphenylphospholan (2.56 g) and stirred at 0° C. for 1 hour. The reaction system was concentrated under reduced pressure without any treatment, and the residue was purified by silica gel column chromatography (50 g, hexane:ethyl acetate=4:1) to obtain ethyl 3-(4-nitrophenyl)acrylate (1.27 g, 86%). Reactants: C[O-].[Na+] (sodium methoxide), S1CCCC1 (tetrahydrothiophene), NC1=CC=CC=C1 (aniline), ClOC(C)(C)C (tert.-butyl hypochlorite). Run in C(Cl)Cl (methylene chloride), CO (methanol). Reaction conditions: temperature -78 celsius, time 10 minute. The product is NC1=CC=CC=C1 (aniline), S1C(CCC1)C1=C(N)C=CC=C1 (2-(2-tetrahydrothienyl)aniline). RXN SMILES: [NH2:1][C:2]1[CH:7]=[CH:6][CH:5]=[CH:4][CH:3]=1.ClOC(C)(C)C.[S:14]1[CH2:18][CH2:17][CH2:16][CH2:15]1.C[O-].[Na+]>CO.C(Cl)Cl>[NH2:1][C:2]1[CH:7]=[CH:6][CH:5]=[CH:4][CH:3]=1.[S:14]1[CH2:18][CH2:17][CH2:16][CH:15]1[C:3]1[CH:4]=[CH:5][CH:6]=[CH:7][C:2]=1[NH2:1] |f:3.4|. Procedure: To a vigorously stirred solution of 10.0 grams (0.11 mole) of aniline in 200 ml. of methylene chloride cooled to -78° C. under nitrogen were added by means of a jacketed constant pressure additional funnel 11.7 grams (0.11 mole) of tert.-butyl hypochlorite also cooled to -78° C. This solution was stirred for 10 minutes. The funnel was rinsed with a few ml. of cold methylene chloride and 44 ml. (ca. 5 equivalents) of tetrahydrothiophene was cooled to -78° C., added dropwise to the reaction mixtur... Starting materials: FC1=NC(=C2NC=NC2=N1)Cl (2-fluoro-6-chloropurine), C1(CCCCC1)N (cyclohexylamine), C(C)(C)N(CC)C(C)C (diisopropylethylamine), FC1=NC(=C2NC=NC2=N1)NC1CCCCC1 (2-fluoro-6-cyclohexylamino-purine), O1CCN(CC1)C1=CC=C(N)C=C1 (4-morpholinoaniline). Solvent: C(CCC)O (n-butanol), C(C)O (ethanol). Reaction conditions: temperature 80 celsius, time 12 hour. The product is O1CCN(CC1)C1=CC=C(NC2=NC(=C3NC=NC3=N2)NC2CCCCC2)C=C1 (2-(4-morpholinoanilino)-6-cyclohexylamino-purine). Reaction SMILES: FC1N=C2C(NC=N2)=C(Cl)N=1.C1(N)CCCCC1.C(N(C(C)C)CC)(C)C.F[C:29]1[N:37]=[C:36]2[C:32]([NH:33][CH:34]=[N:35]2)=[C:31]([NH:38][CH:39]2[CH2:44][CH2:43][CH2:42][CH2:41][CH2:40]2)[N:30]=1.[O:45]1[CH2:50][CH2:49][N:48]([C:51]2[CH:57]=[CH:56][C:54]([NH2:55])=[CH:53][CH:52]=2)[CH2:47][CH2:46]1>C(O)CCC.C(O)C>[O:45]1[CH2:46][CH2:47][N:48]([C:51]2[CH:57]=[CH:56][C:54]([NH:55][C:29]3[N:37]=[C:36]4[C:32]([NH:33][CH:34]=[N:35]4)=[C:31]([NH:38][CH:39]4[CH2:44][CH2:43][CH2:42][CH2:41][CH2:40]4)[N:30]=3)=[CH:53][CH:52]=2)[CH2:49][CH2:50]1. Reported procedure: 2-(4-Morpholinoanilino)-6-cyclohexylamino-purine (i.e., reversine or Compound A) was synthesized using the methods similar to those previously described in Ding et al., J. Am. Chem. Soc. 124:1594 (2002). To a solution of 2-fluoro-6-chloropurine (87 mg, 0.5 mmol) in n-butanol (5 mL) was added cyclohexylamine (58 μL, 0.5 mmol) and diisopropylethylamine (100 μL, 0.6 mmol). The mixture was heated to 80° C. with vigorous stirring for 12 hours. The solvent was then removed under reduced pressure and t... Procedure details: To a solution of 4-pyridin-3-yl-imidazole (8.5 g) in THF (tetrahydrofuran) (293 mL) was added acetic acid (16.8 mL) and methacrolein (9.7 mL) and the resulting solution was heated under gentle reflux for 24 hours. Another 9.7 mL methacrolein was added and the solution was heated under reflux for another 24 hours. THF was then removed in vacuo and the residue was purified on a Flash 75 long column eluting with MeOH—CH2Cl2 to give the title compound as slightly yellow oil. Starting materials: N1=CC(=CC=C1)C=1N=CNC1 (4-pyridin-3-yl-imidazole), C(C)(=O)O (acetic acid), O=CC(C)=C (methacrolein), O=CC(C)=C (methacrolein). Yields the product CC(C=O)CN1C=NC(=C1)C=1C=NC=CC1 (2-Methyl-3-(4-pyridin-3-yl-imidazol-1-yl)-propioaldehyde). RXN SMILES: [N:1]1[CH:6]=[CH:5][CH:4]=[C:3]([C:7]2[N:8]=[CH:9][NH:10][CH:11]=2)[CH:2]=1.C(O)(=O)C.[O:16]=[CH:17][C:18](=[CH2:20])[CH3:19]>O1CCCC1>[CH3:19][CH:18]([CH2:20][N:10]1[CH:11]=[C:7]([C:3]2[CH:2]=[N:1][CH:6]=[CH:5][CH:4]=2)[N:8]=[CH:9]1)[CH:17]=[O:16]. Solvent: O1CCCC1 (THF). Starting materials: (CyPF-t-Bu)PdCl2, ice water, PTFE, C(=O)(O)[O-].[Na+] (NaHCO3), [Li]N (LiNH2), C(C)(C)(C)C1=CC=C(C=C1)Br (4-t-butyl-1-bromobenzene), Cl (HCl). The solvent is COCCOC (DME). Conditions: temperature 80 celsius, time 24 hour. The product is C(C)(C)(C)C1=CC=C(N)C=C1 (4-t-butylaniline). Yield: 71.7%. As a reaction SMILES: [Li][NH2:2].[C:3]([C:7]1[CH:12]=[CH:11][C:10](Br)=[CH:9][CH:8]=1)([CH3:6])([CH3:5])[CH3:4].Cl.C([O-])(O)=O.[Na+]>COCCOC>[C:3]([C:7]1[CH:12]=[CH:11][C:10]([NH2:2])=[CH:9][CH:8]=1)([CH3:6])([CH3:5])[CH3:4] |f:3.4|. Procedure details: (CyPF-t-Bu)PdCl2 (7.30 mg, 1.00×10−2 mmol), LiNH2 (0.230 g, 10.0 mmol) and 4-t-butyl-1-bromobenzene (0.213 g, 1.00 mmol) were weighed into a 24 mL vial. DME (20.0 mL) was then added. The vial was sealed with a cap containing a PTFE septum, and the reaction mixture was stirred for 24 h at 80° C. The reaction mixture was allowed to cool to room temperature before pouring into ice water (20.0 mL). To this mixture was added HCl aqueous solution (10.0 mL, 1.0 M). The mixture was stirred at room tempe...